From a dataset of the Open Reaction Database (ORD), a public repository of structured organic reaction records. describe an organic reaction: reactants, conditions, products, and yield Starting materials: ClCCCBr, Sc1ccccc1Cl. Reaction SMILES: [Br:9][CH2:10][CH2:11][CH2:12][Cl:13].[Cl:1][c:2]1[c:3]([SH:8])[cH:4][cH:5][cH:6][cH:7]1>>[Cl:1][c:2]1[c:3]([S:8][CH2:10][CH2:11][CH2:12][Cl:13])[cH:4][cH:5][cH:6][cH:7]1. The product is ClCCCSc1ccccc1Cl. Starting materials: Intermediate 39, BrC1=C(C=NN1CC(F)(F)F)[N+](=O)[O-] (5-bromo-4-nitro-1-(2,2,2-trifluoroethyl)-1H-pyrazole), CC1N(CCNC1)C(=O)OC(C)(C)C ((±) tert-butyl 2-methylpiperazine-1-carboxylate), CCN(C(C)C)C(C)C (DIPEA). Solvent: CCO (EtOH). The product is CC1N(CCN(C1)C1=C(C=NN1CC(F)(F)F)[N+](=O)[O-])C(=O)OC(C)(C)C (tert-butyl (±)-2-methyl-4-(4-nitro-1-(2,2,2-trifluoroethyl)-1H-pyrazol-5-yl)piperazine-1-carboxylate). Isolated yield 47.7%. Reaction SMILES: Br[C:2]1[N:6]([CH2:7][C:8]([F:11])([F:10])[F:9])[N:5]=[CH:4][C:3]=1[N+:12]([O-:14])=[O:13].[CH3:15][CH:16]1[CH2:21][NH:20][CH2:19][CH2:18][N:17]1[C:22]([O:24][C:25]([CH3:28])([CH3:27])[CH3:26])=[O:23].CCN(C(C)C)C(C)C>CCO>[CH3:15][CH:16]1[CH2:21][N:20]([C:2]2[N:6]([CH2:7][C:8]([F:11])([F:10])[F:9])[N:5]=[CH:4][C:3]=2[N+:12]([O-:14])=[O:13])[CH2:19][CH2:18][N:17]1[C:22]([O:24][C:25]([CH3:26])([CH3:28])[CH3:27])=[O:23]. Procedure details: A solution of Intermediate 39, 5-bromo-4-nitro-1-(2,2,2-trifluoroethyl)-1H-pyrazole (550 mg, 2.01 mmol), (±) tert-butyl 2-methylpiperazine-1-carboxylate (403 mg, 2.01 mmol), DIPEA (2 mL) in EtOH (6 mL) was stirred at 130° C. for 2 hours in a microwave oven. The reaction mixture was concentrated under reduced pressure to give a residue. The residue was purified by silica gel chromatography using PE:EtOAc (1:1) as eluting solvents to afford tert-butyl (±)-2-methyl-4-(4-nitro-1-(2,2,2-trifluoroethy...